From a dataset of the Open Reaction Database (ORD), a public repository of structured organic reaction records. describe an organic reaction: reactants, conditions, products, and yield The reactants are BrC=1C(=CC(=C(C(=O)C2=NC=CC=C2OCOC)C1)OCOC)Cl (2-(5-bromo-4-chloro-2-methoxymethoxybenzoyl)-3-methoxymethoxypyridine), Cl (hydrochloric acid). The solvent is CO (methanol). Conditions: temperature 50 celsius, time 5 hour. Yields the product BrC=1C(=CC(=C(C(=O)C2=NC=CC=C2O)C1)O)Cl (2-(5-bromo-4-chloro-2-hydroxybenzoyl)-3-hydroxypyridine). Yield: 97.6%. Reaction SMILES: [Br:1][C:2]1[C:3]([Cl:24])=[CH:4][C:5]([O:20]COC)=[C:6]([CH:19]=1)[C:7]([C:9]1[C:14]([O:15]COC)=[CH:13][CH:12]=[CH:11][N:10]=1)=[O:8].Cl>CO>[Br:1][C:2]1[C:3]([Cl:24])=[CH:4][C:5]([OH:20])=[C:6]([CH:19]=1)[C:7]([C:9]1[C:14]([OH:15])=[CH:13][CH:12]=[CH:11][N:10]=1)=[O:8]. Reported procedure: To a solution of 2-(5-bromo-4-chloro-2-methoxymethoxybenzoyl)-3-methoxymethoxypyridine (7.73 g) in methanol (250 ml) was added hydrochloric acid (12.5 ml), which was stirred for 5 hours at 50° C. Methanol was distilled off under reduced pressure. To the residue was added ethyl acetate (5 ml), which was poured into water. Crystalline precipitate then formed was collected by filtration, washed with ethyl acetate 10 and dried to give 2-(5-bromo-4-chloro-2-hydroxybenzoyl)-3-hydroxypyridine (5.95 g) ... Reactants: BrCC(C(=O)OCC)=C (ethyl 2-(bromomethyl)acrylate), C(=O)(O)[O-].[Na+] (NaHCO3), C(C)(=O)OC1=NC2=C(C=CC=C2C=C1)OCC(C)=O (2-Acetoxy-8-(2-oxopropoxy)quinoline), ice. Reported procedure: To a solution of 5c (0.78 g, 3 mmol) in dry tetrahydrofuran (60 ml) were added activated zinc powder (0.26 g, 3.9 mmol), hydroquinone (6 mg), and ethyl 2-(bromomethyl)acrylate (0.78 g, 4 mmol). The mixture was refluxed under nitrogen atmosphere for 6 h (monitored by TLC). After cooling, it was poured into an ice-cold 5% HCl solution (300 ml), neutralized with 1.0N NaHCO3, and extracted with CH2Cl2 (75 ml×3). The dichloromethane extracts were combined and washed with water, dried over Na2SO4, and... Yields the product CC1(OC(C(C1)=C)=O)COC=1C=CC=C2C=CC(NC12)=O (8-[(2,3,4,5-Tetrahydro-2-methyl-4-methylene-5-oxo-2-furanyl)methoxy]-2(1H)-quinolinone). Run in O1CCCC1 (tetrahydrofuran). Yield: 68.9%. RXN SMILES: C([O:4][C:5]1[CH:14]=[CH:13][C:12]2[C:7](=[C:8]([O:15][CH2:16]C(=O)C)[CH:9]=[CH:10][CH:11]=2)[N:6]=1)(=O)C.Br[CH2:21][C:22](=[CH2:28])[C:23]([O:25][CH2:26][CH3:27])=[O:24].C([O-])(O)=O.[Na+]>O1CCCC1.[Zn].C1(C=CC(O)=CC=1)O>[CH3:27][C:26]1([CH2:16][O:15][C:8]2[CH:9]=[CH:10][CH:11]=[C:12]3[C:7]=2[NH:6][C:5](=[O:4])[CH:14]=[CH:13]3)[CH2:21][C:22](=[CH2:28])[C:23](=[O:24])[O:25]1 |f:2.3|. The reagents and catalysts are C1(O)=CC=C(O)C=C1 (hydroquinone), [Zn] (zinc). The reactants are ClC=1N=C2C(=C(C=NC2=CC1)C(C)=O)N[C@@H]1CC[C@H](CC1)CN(C)C (1-(6-chloro-4-{trans-4-[(dimethylamino)methyl]cyclohexyl amino}-1,5-naphthyridin-3-yl)ethanone), ClC1=C(C(=CC(=C1)B1OC(C(O1)(C)C)(C)C)F)O (2-chloro-6-fluoro-4-(4,4,5,5-tetramethyl-1,3,2-dioxaborolan-2-yl)phenol), C1(=C(C(=C(C(=C1F)F)F)N)F)N.Cl.Cl (dihydrochloride). Product: Cl.Cl.ClC=1C=C(C=C(C1O)F)C=1N=C2C(=C(C=NC2=CC1)C(C)=O)N[C@@H]1CC[C@H](CC1)CN(C)C (1-{6-(3-Chloro-5-fluoro-4-hydroxyphenyl)-4-({trans-4-[(dimethylamino)methyl]cyclohexyl}-amino)-1,5-naphthyridin-3-yl}ethanone dihydrochloride). Isolated yield 58.8%. Reaction SMILES: [Cl:1][C:2]1[N:3]=[C:4]2[C:9](=[CH:10][CH:11]=1)[N:8]=[CH:7][C:6]([C:12](=[O:14])[CH3:13])=[C:5]2[NH:15][C@H:16]1[CH2:21][CH2:20][C@H:19]([CH2:22][N:23]([CH3:25])[CH3:24])[CH2:18][CH2:17]1.[Cl:26][C:27]1[CH:32]=[C:31](B2OC(C)(C)C(C)(C)O2)[CH:30]=[C:29]([F:42])[C:28]=1[OH:43].C1(N)C(F)=C(F)C(F)=C(N)C=1F.Cl.Cl>>[ClH:1].[ClH:26].[Cl:26][C:27]1[CH:32]=[C:31]([C:2]2[N:3]=[C:4]3[C:9](=[CH:10][CH:11]=2)[N:8]=[CH:7][C:6]([C:12](=[O:14])[CH3:13])=[C:5]3[NH:15][C@H:16]2[CH2:21][CH2:20][C@H:19]([CH2:22][N:23]([CH3:25])[CH3:24])[CH2:18][CH2:17]2)[CH:30]=[C:29]([F:42])[C:28]=1[OH:43] |f:2.3.4,5.6.7|. Procedure: Following general procedure II, 1-(6-chloro-4-{trans-4-[(dimethylamino)methyl]cyclohexyl amino}-1,5-naphthyridin-3-yl)ethanone (20 mg, 0.055 mmol) was reacted with 2-chloro-6-fluoro-4-(4,4,5,5-tetramethyl-1,3,2-dioxaborolan-2-yl)phenol (27 mg, 0.10 mmol) followed by formation of the dihydrochloride salt to afford the desired product (16 mg, 52%) as a light yellow solid: 1H NMR (500 MHz, CD3OD) δ 9.15 (s, 1H), 8.45 (d, J=9.1 Hz, 1H), 8.33 (d, J=9.0 Hz, 1H), 8.02 (t, J=1.9 Hz, 1H), 7.88 (dd, J=11.... Reactants: BrCCCCl (1-bromo-3-chloropropane), C(C)(C)OC1=CC=2NC3=CC=CC(=C3SC2C=C1)S(=O)(=O)C (2-isopropoxy-6-methylsulphonylphenothiazine). Product: C(C)(C)OC1=CC=2N(C3=CC=CC(=C3SC2C=C1)S(=O)(=O)C)CCCCl (2-isopropoxy-6-methylsulphonyl-10-(3-chloropropyl)phenothiazine). Isolated yield 104.2%. As a reaction SMILES: Br[CH2:2][CH2:3][CH2:4][Cl:5].[CH:6]([O:9][C:10]1[CH:23]=[CH:22][C:21]2[S:20][C:19]3[C:14](=[CH:15][CH:16]=[CH:17][C:18]=3[S:24]([CH3:27])(=[O:26])=[O:25])[NH:13][C:12]=2[CH:11]=1)([CH3:8])[CH3:7]>>[CH:6]([O:9][C:10]1[CH:23]=[CH:22][C:21]2[S:20][C:19]3[C:14](=[CH:15][CH:16]=[CH:17][C:18]=3[S:24]([CH3:27])(=[O:25])=[O:26])[N:13]([CH2:2][CH2:3][CH2:4][Cl:5])[C:12]=2[CH:11]=1)([CH3:8])[CH3:7]. Procedure: Crude 2-isopropoxy-6-methylsulphonyl-10-(3-chloropropyl)phenothiazine (128 g.) is prepared by reacting 1-bromo-3-chloropropane (100 g.) with 2-isopropoxy-6-methylsulphonylphenothiazine (m.p. 179°-180°C.; 100 g.).